This data is from the Open Reaction Database (ORD), a public repository of structured organic reaction records. The task is: describe an organic reaction: reactants, conditions, products, and yield Reactants: C(C)OC(=O)N1[C@H](C[C@H](C2=CC(=C(C=C12)CBr)OC)N(C(=O)OC)CC1=CC(=CC(=C1)C(F)(F)F)C(F)(F)F)C (cis-4-[(3,5-Bis-trifluoromethyl-benzyl)-methoxycarbonyl-amino]-7-bromomethyl-6-methoxy-2-methyl-3,4-dihydro-2H-quinoline-1-carboxylic acid ethyl ester), C[S-].[Na+] (sodium thiomethoxide), O (water). Run in CN(C=O)C (N,N-dimethylformamide). Conditions: time 6 hour. The product is C(C)OC(=O)N1[C@H](C[C@H](C2=CC(=C(C=C12)CSC)OC)N(C(=O)OC)CC1=CC(=CC(=C1)C(F)(F)F)C(F)(F)F)C (cis-4-[(3,5-Bis-trifluoromethyl-benzyl)-methoxycarbonyl-amino]-6-methoxy-2-methyl-7-methylsulfanylmethyl-3,4-dihydro-2H-quinoline-1-carboxylic acid ethyl ester). Isolated yield 42.1%. RXN SMILES: [CH3:1][S-:2].[Na+].[CH2:4]([O:6][C:7]([N:9]1[C:18]2[C:13](=[CH:14][C:15]([O:21][CH3:22])=[C:16]([CH2:19]Br)[CH:17]=2)[C@H:12]([N:23]([CH2:28][C:29]2[CH:34]=[C:33]([C:35]([F:38])([F:37])[F:36])[CH:32]=[C:31]([C:39]([F:42])([F:41])[F:40])[CH:30]=2)[C:24]([O:26][CH3:27])=[O:25])[CH2:11][C@@H:10]1[CH3:43])=[O:8])[CH3:5].O>CN(C)C=O>[CH2:4]([O:6][C:7]([N:9]1[C:18]2[C:13](=[CH:14][C:15]([O:21][CH3:22])=[C:16]([CH2:19][S:2][CH3:1])[CH:17]=2)[C@H:12]([N:23]([CH2:28][C:29]2[CH:34]=[C:33]([C:35]([F:38])([F:37])[F:36])[CH:32]=[C:31]([C:39]([F:42])([F:41])[F:40])[CH:30]=2)[C:24]([O:26][CH3:27])=[O:25])[CH2:11][C@@H:10]1[CH3:43])=[O:8])[CH3:5] |f:0.1|. Reported procedure: To a suspension of sodium thiomethoxide (11 mg, 0.156 mmol) in anhydrous N,N-dimethylformamide (5 mL) was added cis-4-[(3,5-bis-trifluoromethyl-benzyl)-methoxycarbonyl-amino]-7-bromomethyl-6-methoxy-2-methyl-3,4-dihydro-2H-quinoline-1-carboxylic acid ethyl ester (Example 90) (100 mg, 0.156 mmol), and the reaction was stirred for 6 h. The reaction mixture was then poured into water and extracted with ethyl acetate (2×20 mL). The combined organic extracts were dried over magnesium sulfate, filtere... Reactants: C(C1=CC=CC=C1)N1N=NN=C1C1=C(C=CC=C1)C1=CC=C(C=C1)CNC1=C(C(=O)OC)C=CC=C1[N+](=O)[O-] (methyl 2-[({2′-[1-benzyl-1H-tetrazol-5-yl]biphenyl-4-yl}methyl)amino]-3-nitrobenzoate), C(C1=CC=CC=C1)N1N=NN=C1C1=C(C=CC=C1)C1=CC=C(C=C1)CNC1=C(C(=O)OC)C=CC=C1[N+](=O)[O-] (methyl 2-[({2′-[1-benzyl-1H-tetrazol-5-yl]biphenyl-4-yl}methyl)amino]-3-nitrobenzoate), O.O.[Sn](Cl)Cl (tin (II) chloride dihydrate). The solvent is CO (methanol). Conditions: time 1 hour. Product: C(C1=CC=CC=C1)N1N=NN=C1C1=C(C=CC=C1)C1=CC=C(C=C1)CNC1=C(C(=O)OC)C=CC=C1N (methyl 2-[({2′-[1-benzyl-1H-tetrazol-5-yl]biphenyl-4-yl}methyl)amino]-3-aminobenzoate). Yield: 84.4%. Reaction SMILES: [CH2:1]([N:8]1[C:12]([C:13]2[CH:18]=[CH:17][CH:16]=[CH:15][C:14]=2[C:19]2[CH:24]=[CH:23][C:22]([CH2:25][NH:26][C:27]3[C:36]([N+:37]([O-])=O)=[CH:35][CH:34]=[CH:33][C:28]=3[C:29]([O:31][CH3:32])=[O:30])=[CH:21][CH:20]=2)=[N:11][N:10]=[N:9]1)[C:2]1[CH:7]=[CH:6][CH:5]=[CH:4][CH:3]=1.O.O.[Sn](Cl)Cl>CO>[CH2:1]([N:8]1[C:12]([C:13]2[CH:18]=[CH:17][CH:16]=[CH:15][C:14]=2[C:19]2[CH:24]=[CH:23][C:22]([CH2:25][NH:26][C:27]3[C:36]([NH2:37])=[CH:35][CH:34]=[CH:33][C:28]=3[C:29]([O:31][CH3:32])=[O:30])=[CH:21][CH:20]=2)=[N:11][N:10]=[N:9]1)[C:2]1[CH:7]=[CH:6][CH:5]=[CH:4][CH:3]=1 |f:1.2.3|. Reported procedure: A mixture of methyl 2-[({2′-[1-benzyl-1H-tetrazol-5-yl]biphenyl-4-yl}methyl)amino]-3-nitrobenzoate (compound 21b, 8.396 g) and tin (II) chloride dihydrate (13.56 g) in methanol (155 mL) was heated under reflux for 2 hr. The reaction mixture was concentrated under reduced pressure, and to the concentrated residue were added saturated aqueous sodium hydrogen carbonate and ethyl acetate. The mixture was stirred for 1 hr, and filtered, and the insoluble material was washed with ethyl acetate. The fi... Starting materials: BrC=1C=C(C(=O)OC[C@H](CC2=CC(=C(C=C2)OC)OC)NC(C2=CC(=NC=C2)Br)=O)C=CN1 ((2S)-1-(2-bromoisonicotinoyloxy)-2-(2-bromoisonicotinoylamino)-3-(3,4-dimethoxyphenyl)propane), [OH-].[Li+] (lithium hydroxide). Run in CO (methanol). Conditions: time 15 hour. The product is BrC=1C=C(C(=O)N[C@H](CO)CC2=CC(=C(C=C2)OC)OC)C=CN1 ((2S)-2-(2-bromoisonicotinoylamino)-3-(3,4-dimethoxyphenyl)-1-propanol). Yield: 37.6%. RXN SMILES: BrC1C=C(C=CN=1)C([O:7][CH2:8][C@@H:9]([NH:21][C:22](=[O:30])[C:23]1[CH:28]=[CH:27][N:26]=[C:25]([Br:29])[CH:24]=1)[CH2:10][C:11]1[CH:16]=[CH:15][C:14]([O:17][CH3:18])=[C:13]([O:19][CH3:20])[CH:12]=1)=O.[OH-].[Li+]>CO>[Br:29][C:25]1[CH:24]=[C:23]([CH:28]=[CH:27][N:26]=1)[C:22]([NH:21][C@@H:9]([CH2:10][C:11]1[CH:16]=[CH:15][C:14]([O:17][CH3:18])=[C:13]([O:19][CH3:20])[CH:12]=1)[CH2:8][OH:7])=[O:30] |f:1.2|. Procedure details: To a suspension of (2S)-1-(2-bromoisonicotinoyloxy)-2-(2-bromoisonicotinoylamino)-3-(3,4-dimethoxyphenyl)propane (4.68 g) in methanol (100 ml) is added a 1 M lithium hydroxide (8.1 ml), and the mixture is stirred for 15 hours. The reaction mixture is concentrated under reduced pressure to remove the methanol, and the residue is extracted with methylene chloride. The extract is washed, dried, and concentrated. The residue is purified by silica gel chromatography (solvent; chloroform:acetone=5:1) ... Reactants: FC(C=1C=C(C=C(C1)C(F)(F)F)[C@@H](C)O[C@@H]1[C@H]([C@@H](CC1)N)C1=CC=C(C=C1)F)(F)F (racemic 1-(S)-(1-(R)-(3,5-bis(trifluoro-methyl)phenyl)ethoxy)-2-(S)-(4-fluorophenyl)-3-(R)-(amino)cyclopentane), N1C(CC[C@H]1CBr)=O ((2-pyrrolidon-5-(S)-yl)methylbromide), CCN(C(C)C)C(C)C (DIPEA). Procedure details: To a solution of non-racemic 1-(S)-(1-(R)-(3,5-bis(trifluoro-methyl)phenyl)ethoxy)-2-(S)-(4-fluorophenyl)-3-(R)-(amino)cyclopentane from Example 39 in 0.5 mL of acetonitrile was added 50 mg of (2-pyrrolidon-5-(S)-yl)methylbromide and 0.10 mL of DIPEA. The reaction was heated in a sealed vial at 90° C. for 60 h and then evaporated. The residue was purified on a 2×1 mm preparative silica gel plates eluted with 2% TEA in methanol to afford 50 mg of title compound as a white solid. Mass spec (NH3 /C... Reaction SMILES: [F:1][C:2]([F:30])([F:29])[C:3]1[CH:4]=[C:5]([C@H:13]([O:15][C@H:16]2[CH2:20][CH2:19][C@@H:18]([NH2:21])[C@@H:17]2[C:22]2[CH:27]=[CH:26][C:25]([F:28])=[CH:24][CH:23]=2)[CH3:14])[CH:6]=[C:7]([C:9]([F:12])([F:11])[F:10])[CH:8]=1.[NH:31]1[C@H:35]([CH2:36]Br)[CH2:34][CH2:33][C:32]1=[O:38].CCN(C(C)C)C(C)C>C(#N)C>[F:30][C:2]([F:1])([F:29])[C:3]1[CH:4]=[C:5]([C@H:13]([O:15][C@H:16]2[CH2:20][CH2:19][C@@H:18]([NH:21][CH2:36][C@H:35]3[NH:31][C:32](=[O:38])[CH2:33][CH2:34]3)[C@@H:17]2[C:22]2[CH:27]=[CH:26][C:25]([F:28])=[CH:24][CH:23]=2)[CH3:14])[CH:6]=[C:7]([C:9]([F:10])([F:11])[F:12])[CH:8]=1. Run in C(C)#N (acetonitrile). Product: FC(C=1C=C(C=C(C1)C(F)(F)F)[C@@H](C)O[C@@H]1[C@H]([C@@H](CC1)NC[C@@H]1CCC(N1)=O)C1=CC=C(C=C1)F)(F)F (1-(S)-(1-(R)-(3,5-Bis(trifluoromethyl)phenyl)ethoxy)-2-(S)-(4-fluorophenyl)-3-(R)-(N-((2-pyrrolidon-5-(S)-yl)methyl)-amino)cyclopentane). Reaction conditions: temperature 90 celsius. The product is BrC1=C(C(=CC(=C1)C(F)(F)F)O)O (3-Bromo-5-trifluoromethyl-benzene-1,2-diol). RXN SMILES: [F:1][C:2]([F:12])([F:11])[C:3]1[CH:4]=[C:5]([OH:10])[C:6]([OH:9])=[CH:7][CH:8]=1.[Br:13]Br>C(Cl)(Cl)(Cl)Cl>[Br:13][C:7]1[CH:8]=[C:3]([C:2]([F:11])([F:12])[F:1])[CH:4]=[C:5]([OH:10])[C:6]=1[OH:9]. The reactants are FC(C=1C=C(C(=CC1)O)O)(F)F (4-trifluoromethyl-benzene-1,2-diol), BrBr (Br2). Reported procedure: To a solution of 4-trifluoromethyl-benzene-1,2-diol (870 mg, 4.8 mmol) in 20 mL CCl4, Br2 (770 mg, 4.8 mmol, 1 eq.) was added and the mixture was stirred at 60° C. for 10 h. The sol-vent was then removed in vacuo and the crude product was purified by flash chromatography (silica gel, hexane/EtOAc 4:1→3:2) to yield the desired product as a yellowish oil. Run at temperature 60 celsius, time 10 hour. Solvent: C(Cl)(Cl)(Cl)Cl (CCl4). Reactants: CS(=O)(=O)OC(C(OC)(OC)C1=CC=C(C=C1)CC(C)C)C (1-(4-isobutylphenyl)-1,1-dimethoxyprop-2-yl methanesulfonate), C([O-])(O)=O.[Na+] (sodium bicarbonate), CO (methanol). Run in O (water). Product: C(C(C)C)C1=CC=C(C=C1)C(C(=O)O)C (2-(4-isobutylphenyl)propionic acid). Isolated yield 72.3%. Reaction SMILES: CS(O[CH:6](C)[C:7]([C:12]1[CH:17]=[CH:16][C:15]([CH2:18][CH:19]([CH3:21])[CH3:20])=[CH:14][CH:13]=1)(OC)OC)(=O)=O.[C:23](=[O:26])(O)[O-:24].[Na+].CO>O>[CH2:18]([C:15]1[CH:14]=[CH:13][C:12]([CH:7]([CH3:6])[C:23]([OH:24])=[O:26])=[CH:17][CH:16]=1)[CH:19]([CH3:21])[CH3:20] |f:1.2|. Procedure: A mixture of 17 g of 1-(4-isobutylphenyl)-1,1-dimethoxyprop-2-yl methanesulfonate from Example 21, 16.5 g of sodium bicarbonate, 170 ml of methanol and 135 ml of water is heated to 67°-70° C. and held at reflux for 23 hours. Then the methanol is distilled from the reaction mixture and the aqueous phase remaining is extracted with 150 ml of methylene chloride. The aqueous phase is acidified with concentrated hydrochloric acid and extracted with 150 ml of methylene chloride. The organic phase is d... Reactants: C(C)OC1=C(OCC(CCCl)O)C=CC=C1 (1-(2-ethoxyphenoxy)-4-chloro-2-butanol), C1(C=2C(C(N1)=O)=CC=CC2)=O.[K] (potassium phthalimide). Product: C(C)OC1=C(OCC(CCN2C(C=3C(C2=O)=CC=CC3)=O)O)C=CC=C1 (1-(2-Ethoxyphenoxy)-4-phthalimido-2-butanol). RXN SMILES: [CH2:1]([O:3][C:4]1[CH:16]=[CH:15][CH:14]=[CH:13][C:5]=1[O:6][CH2:7][CH:8]([OH:12])[CH2:9][CH2:10]Cl)[CH3:2].[C:17]1(=[O:27])[NH:21][C:20](=[O:22])[C:19]2=[CH:23][CH:24]=[CH:25][CH:26]=[C:18]12.[K]>>[CH2:1]([O:3][C:4]1[CH:16]=[CH:15][CH:14]=[CH:13][C:5]=1[O:6][CH2:7][CH:8]([OH:12])[CH2:9][CH2:10][N:21]1[C:20](=[O:22])[C:19]2=[CH:23][CH:24]=[CH:25][CH:26]=[C:18]2[C:17]1=[O:27])[CH3:2] |f:1.2,^1:27|. Procedure: A mixture of 30 g. (0.12 mole) of 1-(2-ethoxyphenoxy)-4-chloro-2-butanol and 18.5 g. (0.10 mole) of potassium phthalimide was heated slowly to 130° C. for 10 min. and at 160° C. for one hour with stirring. The reaction mixture was extracted with 250 ml. of hot toluene. A crystalline solid separated from the toluene extract when cooled to room temperature. The solid was recrystallized from toluene and melted at 93°-95° C. Starting materials: CS(=O)(=O)C=1C=C(C=CC1)C1CCNCC1 (4-(3-methanesulfonyl-phenyl)-piperidine), C(C1CCCO1)Cl (tetrahydrofurfuryl chloride). Product: CS(=O)(=O)C=1C=C(C=CC1)C1CCN(CC1)CC1OCCC1 (4-(3-Methanesulfonyl-phenyl)-1-(tetrahydro-furan-2-ylmethyl)-piperidine). Reaction SMILES: [CH3:1][S:2]([C:5]1[CH:6]=[C:7]([CH:11]2[CH2:16][CH2:15][NH:14][CH2:13][CH2:12]2)[CH:8]=[CH:9][CH:10]=1)(=[O:4])=[O:3].[CH2:17](Cl)[CH:18]1[O:22][CH2:21][CH2:20][CH2:19]1>>[CH3:1][S:2]([C:5]1[CH:6]=[C:7]([CH:11]2[CH2:16][CH2:15][N:14]([CH2:17][CH:18]3[CH2:19][CH2:20][CH2:21][O:22]3)[CH2:13][CH2:12]2)[CH:8]=[CH:9][CH:10]=1)(=[O:4])=[O:3]. Reported procedure: Beginning with 4-(3-methanesulfonyl-phenyl)-piperidine and tetrahydrofurfuryl chloride, the titled compound was recovered by the procedure described in Example 1. MS m/z (relative intensity, 70 eV) 323 (M+, 1), 252 (bp), 129 (9), 115 (6), 70 (17). Rf=0.3 (MeOH, 0.03 (EtOAc).